Dataset: the Open Reaction Database (ORD), a public repository of structured organic reaction records. Task: describe an organic reaction: reactants, conditions, products, and yield The reactants are CN(C)C1CCN(Cc2ccc(C(=O)O)cc2)C1, CC(C)(C)OC(=O)Nc1ccc(-c2cccs2)cc1N, c1ccncc1. Product: CN(C)C1CCN(Cc2ccc(C(=O)Nc3cc(-c4cccs4)ccc3NC(=O)OC(C)(C)C)cc2)C1. Reaction SMILES: [CH3:1][N:2]([CH:3]1[CH2:4][N:5]([CH2:8][c:9]2[cH:10][cH:11][c:12]([C:13](=[O:14])[OH:15])[cH:16][cH:17]2)[CH2:6][CH2:7]1)[CH3:18].[NH2:19][c:20]1[c:21]([NH:31][C:32]([O:33][C:34]([CH3:35])([CH3:36])[CH3:37])=[O:38])[cH:22][cH:23][c:24](-[c:26]2[s:27][cH:28][cH:29][cH:30]2)[cH:25]1.[cH:39]1[cH:40][cH:41][n:42][cH:43][cH:44]1>>[CH3:1][N:2]([CH:3]1[CH2:4][N:5]([CH2:8][c:9]2[cH:10][cH:11][c:12]([C:13](=[O:15])[NH:19][c:20]3[c:21]([NH:31][C:32]([O:33][C:34]([CH3:35])([CH3:36])[CH3:37])=[O:38])[cH:22][cH:23][c:24](-[c:26]4[s:27][cH:28][cH:29][cH:30]4)[cH:25]3)[cH:16][cH:17]2)[CH2:6][CH2:7]1)[CH3:18].